This data is from the Open Reaction Database (ORD), a public repository of structured organic reaction records. The task is: describe an organic reaction: reactants, conditions, products, and yield The reactants are Cl (hydrochloric acid), CN1C(N(C2=C(C1=O)CN(CC2)C)CCOC2OCCCC2)=O (3,6-dimethyl-1-[2-(tetrahydropyran-2-yloxy)ethyl]-5,6,7,8-tetrahydro-1H-pyrido[4,3-d]pyrimidine-2,4-dione), [OH-].[Na+] (sodium hydroxide). RXN SMILES: [CH3:1][N:2]1[C:7](=[O:8])[C:6]2[CH2:9][N:10]([CH3:13])[CH2:11][CH2:12][C:5]=2[N:4]([CH2:14][CH2:15][O:16]C2CCCCO2)[C:3]1=[O:23].Cl.[OH-].[Na+]>O>[OH:16][CH2:15][CH2:14][N:4]1[C:5]2[CH2:12][CH2:11][N:10]([CH3:13])[CH2:9][C:6]=2[C:7](=[O:8])[N:2]([CH3:1])[C:3]1=[O:23] |f:2.3|. Solvent: O (water). Product: OCCN1C(N(C(C2=C1CCN(C2)C)=O)C)=O (1-(2-Hydroxyethyl)-3,6-dimethyl-5,6,7,8-tetrahydro-1H-pyrido[4,3-d]pyrimidine-2,4-dione). Reported procedure: 3 g of 3,6-dimethyl-1-[2-(tetrahydropyran-2-yloxy)ethyl]-5,6,7,8-tetrahydro-1H-pyrido[4,3-d]pyrimidine-2,4-dione were dissolved in 150 ml of water and the pH was adjusted to 1 with conc. hydrochloric acid at 20°-25° C., with stirring. After stirring for 5 h at room temperature, 2 N sodium hydroxide solution was added dropwise to pH 8 and the reaction mixture was concentrated under reduced pressure. After azeotropic drying with ethanol, the residue was purified by chromatography on silica gel in ... RXN SMILES: [CH3:1][C:2]1[C:3]([CH2:14][S:15][C:16]2[NH:20][C:19]3[CH:21]=[C:22]([F:31])[C:23]([N:25]4[CH2:30][CH2:29][CH2:28][CH2:27][CH2:26]4)=[CH:24][C:18]=3[N:17]=2)=[N:4][CH:5]=[CH:6][C:7]=1[O:8][CH2:9][C:10]([F:13])([F:12])[F:11].ClC1C=CC=C(C(OO)=[O:40])C=1.[K+].[Br-]>C(Cl)(Cl)Cl>[CH3:1][C:2]1[C:3]([CH2:14][S:15]([C:16]2[NH:20][C:19]3[CH:21]=[C:22]([F:31])[C:23]([N:25]4[CH2:26][CH2:27][CH2:28][CH2:29][CH2:30]4)=[CH:24][C:18]=3[N:17]=2)=[O:40])=[N:4][CH:5]=[CH:6][C:7]=1[O:8][CH2:9][C:10]([F:11])([F:13])[F:12] |f:2.3|. The product is CC=1C(=NC=CC1OCC(F)(F)F)CS(=O)C1=NC2=C(N1)C=C(C(=C2)N2CCCCC2)F (2-[[3-Methyl-4-(2,2,2-trifluoroethoxy)pyridin-2-yl]methylsulfinyl]-6-fluoro-5-(piperidin-1-yl)-1H-benzimidazole). Solvent: C(Cl)(Cl)Cl (chloroform). Procedure: The title compound (0.18 g, 78%) was prepared by the above general procedure using 2-[[3-methyl-4-(2,2,2-trifluoroethoxy)pyridin-2-yl]methylthio]-6-fluoro-5-(piperidin-1-yl)-1H-benzimidazole (0.23 g, 0.5 mmol) (obtained in example 16), m-chloroperbenzoic acid (50%, 0.2 g, 0.6 mmol) and chloroform (20 mL). mp 99-100° C.; IR (KBr) 3413, 1070 cm- 1; 1H NMR (DMSO-d6) δ 1.52 (m, 2H, CH2), 1.70 (m, 4H, (CH2)2), 2.20 (s, 3H, CH3) 3.98 (t,J=4.5 Hz, 4H, N(CH2)2), 4.80 (ABq,J=12.9 Hz, Δv=9.1 Hz, 2H, SOCH2... The reactants are CC=1C(=NC=CC1OCC(F)(F)F)CSC1=NC2=C(N1)C=C(C(=C2)N2CCCCC2)F (2-[[3-Methyl-4-(2,2,2-trifluoroethoxy)pyridin-2-yl]methylthio]-6-fluoro-5-(piperidin-1-yl)-1H-benzimidazole), ClC1=CC(=CC=C1)C(=O)OO (m-chloroperbenzoic acid), [K+].[Br-] (KBr). The yield is 76.5%. Starting materials: BrC1=CC=C(C=C1)[C@H](C)N1C(O[C@](CC1)(C1=CC=CC=C1)CCCO)=O ((R)-3-((S)-1-(4-bromophenyl)ethyl)-6-(3-hydroxypropyl)-6-phenyl-1,3-oxazinan-2-one), BrC1=CC(=NC=C1)O (4-bromo-2-hydroxypyridine). Product: OCCC[C@@]1(CCN(C(O1)=O)[C@@H](C)C1=CC=C(C=C1)C1=CC(=NC=C1)O)C1=CC=CC=C1 ((R)-6-(3-hydroxypropyl)-3-((S)-1-(4-(2-hydroxypyridin-4-yl)phenyl)ethyl)-6-phenyl-1,3-oxazinan-2-one). RXN SMILES: Br[C:2]1[CH:7]=[CH:6][C:5]([C@@H:8]([N:10]2[CH2:15][CH2:14][C@:13]([CH2:22][CH2:23][CH2:24][OH:25])([C:16]3[CH:21]=[CH:20][CH:19]=[CH:18][CH:17]=3)[O:12][C:11]2=[O:26])[CH3:9])=[CH:4][CH:3]=1.Br[C:28]1[CH:33]=[CH:32][N:31]=[C:30]([OH:34])[CH:29]=1>>[OH:25][CH2:24][CH2:23][CH2:22][C@@:13]1([C:16]2[CH:21]=[CH:20][CH:19]=[CH:18][CH:17]=2)[O:12][C:11](=[O:26])[N:10]([C@H:8]([C:5]2[CH:6]=[CH:7][C:2]([C:28]3[CH:33]=[CH:32][N:31]=[C:30]([OH:34])[CH:29]=3)=[CH:3][CH:4]=2)[CH3:9])[CH2:15][CH2:14]1. Procedure details: The title compound was prepared from (R)-3-((S)-1-(4-bromophenyl)ethyl)-6-(3-hydroxypropyl)-6-phenyl-1,3-oxazinan-2-one following procedures analogous to those described in Example 313 Steps 3 and 4 using 4-bromo-2-hydroxypyridine in Step 4. LC-MS Method 2 tR=1.019, m/z=865.4; 1H NMR (CDCl3) 1.29-1.40 (m, 1H), 1.49 (d, 3H), 1.60-1.72 (m, 1H), 1.83-2.01 (m, 3H), 2.18 (m, 1H), 2.21-2.37 (m, 2H), 2.88 (m, 1H), 3.51 (m, 2H), 5.63 (m, 1H), 6.41 (d, 1H), 6.68 (s, 1H), 6.90 (d, 2H), 7.21-7.33 (m, 7H), ... Starting materials: CC1=C(C=CC(=C1)C)Cl (2,4-dimethylchlorobenzene), trans-di-μ-chlorobis[2-[bis(1,1-dimethylethyl)phosphino]-2-methylpropyl-C,P]dipalladium(II), N1C=NC=C1 (imidazole), CC[O-].[Na+] (NaOEt). Solvent: C(C)O (ethanol), C1CCOC1 (THF). Run at temperature 110 celsius. Yields the product CC1=C(C=CC(=C1)C)N1C=NC=C1 (1-(2,4-dimethylphenyl)imidazole). The yield is 48.0%. RXN SMILES: [CH3:1][C:2]1[CH:7]=[C:6]([CH3:8])[CH:5]=[CH:4][C:3]=1Cl.[NH:10]1[CH:14]=[CH:13][N:12]=[CH:11]1.CC[O-].[Na+]>C(O)C.C1COCC1>[CH3:1][C:2]1[CH:7]=[C:6]([CH3:8])[CH:5]=[CH:4][C:3]=1[N:10]1[CH:14]=[CH:13][N:12]=[CH:11]1 |f:2.3|. Reported procedure: 30 mmol of 2,4-dimethylchlorobenzene (4.2 g), 40 mmol of imidazole (2.7 g), 35 mmol of NaOEt solution in ethanol (10% by weight) and 230 mg of trans-di-μ-chlorobis[2-[bis(1,1-dimethylethyl)phosphino]-2-methylpropyl-C,P]dipalladium(II) (1.0 mol %) are suspended in 50 ml of THF and heated at 110° C. in a pressure tube for 9 hours. After removal of the salts by filtration, the solvent is removed under reduced pressure. This gives crude 1-(2,4-dimethylphenyl)imidazole as a brown liquid which can be ... Starting materials: FC1=C(C=C(C=C1)C=1N=C(N=NC1)SC)C1=NC=CC=C1F (5-[4-fluoro-3-(3-fluoropyridin-2-yl)phenyl]-3-methylsulfanyl-[1,2,4]triazine), FC=1C(=NC=C(C1)F)[Sn](CCCC)(CCCC)CCCC (3, 5-difluoro-2-tributylstannylpyridine). Yields the product FC=1C(=NC=C(C1)F)C=1N=NC=C(N1)C1=CC(=C(C=C1)F)C1=NC=CC=C1F (3-(3,5-difluoro-pyridin-2-yl)-5-[4-fluoro-3-(3-fluoropyridin-2-yl)phenyl]-[1,2,4]triazine). Reaction SMILES: [F:1][C:2]1[CH:7]=[CH:6][C:5]([C:8]2[N:9]=[C:10](SC)[N:11]=[N:12][CH:13]=2)=[CH:4][C:3]=1[C:16]1[C:21]([F:22])=[CH:20][CH:19]=[CH:18][N:17]=1.[F:23][C:24]1[C:25]([Sn](CCCC)(CCCC)CCCC)=[N:26][CH:27]=[C:28]([F:30])[CH:29]=1>>[F:23][C:24]1[C:25]([C:10]2[N:11]=[N:12][CH:13]=[C:8]([C:5]3[CH:6]=[CH:7][C:2]([F:1])=[C:3]([C:16]4[C:21]([F:22])=[CH:20][CH:19]=[CH:18][N:17]=4)[CH:4]=3)[N:9]=2)=[N:26][CH:27]=[C:28]([F:30])[CH:29]=1. Reported procedure: A solution of 5-[4-fluoro-3-(3-fluoropyridin-2-yl)phenyl]-3-methylsulfanyl-[1,2,4]triazine and 3, 5-difluoro-2-tributylstannylpyridine were coupled together by the method of Example 36 to give 3-(3,5-difluoro-pyridin-2-yl)-5-[4-fluoro-3-(3-fluoropyridin-2-yl)phenyl]-[1,2,4]triazine: δH (500 MHz, CDCl3) 7.34 (1H, m), 7.40-7.48 (2H, m), 7.56-7.60 (1H, m), 8.43-8.46 (1H, m), 8.54 (1H, dd, J 2.4, 6.6 Hz), 8.61 (2H, m), 9.78 (1H, s); m/z (ES+) 384.